This data is from the Open Reaction Database (ORD), a public repository of structured organic reaction records. The task is: describe an organic reaction: reactants, conditions, products, and yield The reactants are C1N2CN3CN1CN(C2)C3 (hexamethylene tetramine), COC1=C(CNC(C2=C(C=C(C=C2)Cl)Cl)=O)C=CC=C1 (N1-(2-methoxybenzyl)-2,4-dichlorobenzamide), FC(C(=O)O)(F)F (trifluoroacetic acid). Run at temperature 50 celsius, time 23 hour. The product is C(=O)C=1C=CC(=C(CNC(C2=C(C=C(C=C2)Cl)Cl)=O)C1)OC (N1-(5-formyl-2-methoxybenzyl)-2,4-dichlorobenzamide). RXN SMILES: C1N2CN3CN(C2)CN1C3.[CH3:11][O:12][C:13]1[CH:30]=[CH:29][CH:28]=[CH:27][C:14]=1[CH2:15][NH:16][C:17](=[O:26])[C:18]1[CH:23]=[CH:22][C:21]([Cl:24])=[CH:20][C:19]=1[Cl:25].FC(F)(F)[C:33](O)=[O:34]>>[CH:33]([C:28]1[CH:29]=[CH:30][C:13]([O:12][CH3:11])=[C:14]([CH:27]=1)[CH2:15][NH:16][C:17](=[O:26])[C:18]1[CH:23]=[CH:22][C:21]([Cl:24])=[CH:20][C:19]=1[Cl:25])=[O:34]. Procedure: 9.04 g of hexamethylene tetramine was added to a solution of 10.0 g N1-(2-methoxybenzyl)-2,4-dichlorobenzamide in trifluoroacetic acid (200 mL), followed by stirring at 50° C. for 23 hours. The reaction solution was left and cooled to room temperature and then concentrated. The residue was diluted with ice-water and adjusted to pH 11 to 12 with 1N aqueous sodium hydroxide solution. The solution was extracted with ethyl acetate. The organic layer was washed with 1 N aqueous sodium hydroxide solut... The reactants are NC1=C(C=O)C(=CC=N1)Cl (2-amino-4-chloronicotinaldehyde), COC1=CC=C(C(=N1)C(C)=O)C(F)(F)F (1-(6-methoxy-3-trifluoromethyl-pyridin-2-yl)-ethanone), CC(C)(C)[O-].[K+] (t-BuOK). The solvent is C1CCOC1 (THF). Run at temperature -40 celsius, time 2 hour. Product: ClC1=C2C=CC(=NC2=NC=C1)C1=NC(=CC=C1C(F)(F)F)OC (5-Chloro-2-(6-methoxy-3-trifluoromethyl-pyridin-2-yl)-[1,8]naphthyridine). RXN SMILES: [NH2:1][C:2]1[N:9]=[CH:8][CH:7]=[C:6]([Cl:10])[C:3]=1[CH:4]=O.[CH3:11][O:12][C:13]1[N:18]=[C:17]([C:19](=O)[CH3:20])[C:16]([C:22]([F:25])([F:24])[F:23])=[CH:15][CH:14]=1.CC([O-])(C)C.[K+]>C1COCC1>[Cl:10][C:6]1[CH:7]=[CH:8][N:9]=[C:2]2[C:3]=1[CH:4]=[CH:20][C:19]([C:17]1[C:16]([C:22]([F:23])([F:25])[F:24])=[CH:15][CH:14]=[C:13]([O:12][CH3:11])[N:18]=1)=[N:1]2 |f:2.3|. Procedure: Dissolve 2-amino-4-chloronicotinaldehyde (156 mg, 1.0 mmol) and 1-(6-methoxy-3-trifluoromethyl-pyridin-2-yl)-ethanone (219 mg, 1.0 mmol) in anhydrous THF (5 mL) and cool to −40° C. under a N2 atmosphere. Add in portions t-BuOK (168 mg, 1.5 mmol) to the reaction mixture and stir the mixture at −10° C. for 2 hours. Concentrate the reaction mixture by rotary evaporation, collect the solid by filtration and air-dry to afford the title compound. Starting materials: O(C1=CC=CC=C1)C=1C(=NC=C(C1)C(F)(F)F)O (3-phenoxy-5-trifluoromethyl-pyridin-2-ol), COC(CCC1=C(C=C(C=C1)OC1=CC(=CC(=C1)C)Br)C)=O (3-[4-(3-bromo-5-methyl-phenoxy)-2-methyl-phenyl]-propionic acid methyl ester). The product is CC1=C(C=CC(=C1)OC1=CC(=CC(=C1)N1C(C(=CC(=C1)C(F)(F)F)OC1=CC=CC=C1)=O)C)CCC(=O)O (3-{2-Methyl-4-[3-methyl-5-(2-oxo-3-phenoxy-5-trifluoromethyl-2H-pyridin-1-yl)-phenoxy]-phenyl}-propionic acid). Reaction SMILES: [O:1]([C:8]1[C:9]([OH:18])=[N:10][CH:11]=[C:12]([C:14]([F:17])([F:16])[F:15])[CH:13]=1)[C:2]1[CH:7]=[CH:6][CH:5]=[CH:4][CH:3]=1.C[O:20][C:21](=[O:40])[CH2:22][CH2:23][C:24]1[CH:29]=[CH:28][C:27]([O:30][C:31]2[CH:36]=[C:35]([CH3:37])[CH:34]=[C:33](Br)[CH:32]=2)=[CH:26][C:25]=1[CH3:39]>>[CH3:39][C:25]1[CH:26]=[C:27]([O:30][C:31]2[CH:32]=[C:33]([N:10]3[CH:11]=[C:12]([C:14]([F:17])([F:15])[F:16])[CH:13]=[C:8]([O:1][C:2]4[CH:3]=[CH:4][CH:5]=[CH:6][CH:7]=4)[C:9]3=[O:18])[CH:34]=[C:35]([CH3:37])[CH:36]=2)[CH:28]=[CH:29][C:24]=1[CH2:23][CH2:22][C:21]([OH:40])=[O:20]. Procedure: The title compound is prepared according to Example 8 by using 3-phenoxy-5-trifluoromethyl-pyridin-2-ol and 3-[4-(3-bromo-5-methyl-phenoxy)-2-methyl-phenyl]-propionic acid methyl ester to afford 37 mg (7%). 1H NMR (400 MHz, CDCl3); MS (ES+) m/z mass calcd for C29H24O5NF3 523, found 524 (M+1, 100%). Reactants: CCc1c[nH]c(C2Cc3ccccc3N2)n1, C1CCOC1, O=C=Nc1ccccc1[N+](=O)[O-]. Yields the product CCc1c[nH]c(C2Cc3ccccc3N2C(=O)Nc2ccccc2[N+](=O)[O-])n1. As a reaction SMILES: [CH2:13]([CH3:14])[c:15]1[n:16][c:17]([CH:20]2[NH:21][c:22]3[cH:23][cH:24][cH:25][cH:26][c:27]3[CH2:28]2)[nH:18][cH:19]1.[CH2:29]1[O:30][CH2:31][CH2:32][CH2:33]1.[N:1](=[C:2]=[O:3])[c:4]1[c:5]([N+:10](=[O:11])[O-:12])[cH:6][cH:7][cH:8][cH:9]1>>[NH:1]([C:2](=[O:3])[N:21]1[CH:20]([c:17]2[n:16][c:15]([CH2:13][CH3:14])[cH:19][nH:18]2)[CH2:28][c:27]2[c:22]1[cH:23][cH:24][cH:25][cH:26]2)[c:4]1[c:5]([N+:10](=[O:11])[O-:12])[cH:6][cH:7][cH:8][cH:9]1. The reactants are solution, C(=O)(C(=O)Cl)Cl ((COCl)2), C(=O)(OCC)C1=CC=C(S1)C(=O)O (5-Carboethoxythiophen-2-carboxylic acid). Reagents/catalysts: CN(C)C=O (DMF). Run in ClCCl (dichloromethane), ClCCl (dichloromethane). Conditions: time 8 hour. The product is C(=O)(OCC)C1=CC=C(S1)C(=O)Cl (5-Carboethoxythiophen-2-carbonyl chloride). As a reaction SMILES: [C:1]([C:6]1[S:10][C:9]([C:11]([OH:13])=O)=[CH:8][CH:7]=1)([O:3][CH2:4][CH3:5])=[O:2].C(Cl)(C([Cl:18])=O)=O>ClCCl.CN(C=O)C>[C:1]([C:6]1[S:10][C:9]([C:11]([Cl:18])=[O:13])=[CH:8][CH:7]=1)([O:3][CH2:4][CH3:5])=[O:2]. Reported procedure: To a suspension of acid 35 (0.64 g, 3.2 mmol) in dichloromethane (20 mL) under argon at room temperature was added a 2.0M solution of (COCl)2 in dichloromethane (2.4 mL, 4.8 mmol) and two drops of DMF, and stirred overnight. Excess (COCl)2 and dichloromethane were removed at reduced pressure, and the viscous, light, yellow product was dried overnight to afford the desired benzoyl chloride 36 as a yellow solid. The structure of the product was also confirmed using IR and 1H NMR spectroscopy. Reactants: OC1=C2C=CC=NC2=CC=C1 (5-hydroxyquinoline), S(=O)(=O)(OC[C@H]1CO1)C1=CC=C(C)C=C1 ((R)-(−)-glycidyl tosylate), [H-].[Na+] (Sodium hydride). Solvent: CN(C)C=O (DMF), CN(C)C=O (DMF), CN(C)C=O (DMF), hexanes. Conditions: temperature 5 celsius, time 20.5 hour. The product is O1[C@H](C1)COC1=CC=NC2=CC=CC=C12 ((R)-4-oxiranylmethoxy-quinoline). The yield is 16.0%. RXN SMILES: [H-].[Na+].O[C:4]1[CH:13]=[CH:12][CH:11]=[C:10]2[C:5]=1[CH:6]=[CH:7][CH:8]=[N:9]2.S(C1C=CC(C)=CC=1)([O:17][CH2:18][C@@H:19]1[O:21][CH2:20]1)(=O)=O>CN(C=O)C>[O:21]1[CH2:20][C@@H:19]1[CH2:18][O:17][C:6]1[C:5]2[C:10](=[CH:11][CH:12]=[CH:13][CH:4]=2)[N:9]=[CH:8][CH:7]=1 |f:0.1|. Procedure: Sodium hydride (60 weight %; 1.79 g; 44.8 mmol) is washed with hexanes (3×10 mL) under an argon blanket. DMF (17 mL) is then added at ambient temperature and the stirred slurry is cooled to 5° C. A solution of 5-hydroxyquinoline (5.00 g; 34.4 mmol) in DMF (65 mL) is added dropwise over 10 minutes. The resulting mixture is allowed to warm to ambient temperature over 1 hour affording a clear, reddish-brown solution. A solution of (R)-(−)-glycidyl tosylate (10.22 g; 44.8 mmol) in DMF (50 mL) is add...